Dataset: the Open Reaction Database (ORD), a public repository of structured organic reaction records. Task: describe an organic reaction: reactants, conditions, products, and yield Reactants: Cl (hydrochloric acid), C(C1=CC=CC=C1)(C1=CC=CC=C1)N1CC(C1)C(=O)OC (methyl 1-benzhydrylazetidine-3-carboxylate). The reagents and catalysts are [OH-].[Pd+2].[OH-] (palladium hydroxide). Solvent: C(C)(=O)OCC (ethyl acetate), CO (methanol). Run at time 11 hour. The product is Cl.N1CC(C1)C(=O)OC (Methyl azetidine-3-carboxylate hydrochloride). Reaction SMILES: [ClH:1].C([N:15]1[CH2:18][CH:17]([C:19]([O:21][CH3:22])=[O:20])[CH2:16]1)(C1C=CC=CC=1)C1C=CC=CC=1>C(OCC)(=O)C.CO.[OH-].[Pd+2].[OH-]>[ClH:1].[NH:15]1[CH2:18][CH:17]([C:19]([O:21][CH3:22])=[O:20])[CH2:16]1 |f:4.5.6,7.8|. Reported procedure: 4N hydrochloric acid in ethyl acetate (12.7 ml) and 20% palladium hydroxide (3.57 g) were added to a solution of methyl 1-benzhydrylazetidine-3-carboxylate (3.57 g) in methanol (360 ml), followed by stirring under a pressurized hydrogen atmosphere (0.4 MPa) at room temperature for 11 hours. The catalyst was removed by filtration, and washed with methanol and water. The filtrate was concentrated to give a crude product of the target compound as a pale yellow oil, which was used in the next reacti... Starting materials: CO, [H][H], O=C1OCCCN1c1ccc([N+](=O)[O-])cc1. The product is Nc1ccc(N2CCCOC2=O)cc1. As a reaction SMILES: [CH3:19][OH:20].[H:17][H:18].[N+:1]([O-:2])(=[O:3])[c:4]1[cH:5][cH:6][c:7]([N:10]2[C:11](=[O:16])[O:12][CH2:13][CH2:14][CH2:15]2)[cH:8][cH:9]1>>[NH2:1][c:4]1[cH:5][cH:6][c:7]([N:10]2[C:11](=[O:16])[O:12][CH2:13][CH2:14][CH2:15]2)[cH:8][cH:9]1. Starting materials: OCCN(C(=O)C1=NC(=NC(=C1OCC1=CC=CC=C1)O)CC1(CCCC1)C1=CC=CC2=CC=CC=C12)C (5-benzyloxy-6-hydroxy-2-(1-naphthalen-1-yl-cyclopentylmethyl)-pyrimidine-4-carboxylic acid (2-hydroxyethyl)-methyl-amide), [Si](C)(C)(C(C)(C)C)OCCN(C(=O)C1=NC(=NC(=C1OCC1=CC=CC=C1)O)CC1(CCCC1)C1=CC=CC2=CC=CC=C12)CC1CC1 (5-benzyloxy-6-hydroxy-2-(1-naphthalen-1-yl-cyclopentylmethyl)-pyrimidine-4-carboxylic acid [2-(tert-butyl-dimethylsilanyloxy)-ethyl]-cyclopropylmethyl-amide), white solid. The product is C1(CC1)CN(C(=O)C1=NC(=NC(=C1OCC1=CC=CC=C1)O)CC1(CCCC1)C1=CC=CC2=CC=CC=C12)CCO (5-Benzyloxy-6-hydroxy-2-(1-naphthalen-1-yl-cyclopentylmethyl)-pyrimidine-4-carboxylic acid cyclopropyl methyl-(2-hydroxyethyl)-amide). As a reaction SMILES: OCCN(C)C(C1C(OCC2C=CC=CC=2)=C(O)N=C(CC2(C3C4C(=CC=CC=4)C=CC=3)CCCC2)N=1)=O.[Si]([O:46][CH2:47][CH2:48][N:49]([CH2:83][CH:84]1[CH2:86][CH2:85]1)[C:50]([C:52]1[C:57]([O:58][CH2:59][C:60]2[CH:65]=[CH:64][CH:63]=[CH:62][CH:61]=2)=[C:56]([OH:66])[N:55]=[C:54]([CH2:67][C:68]2([C:73]3[C:82]4[C:77](=[CH:78][CH:79]=[CH:80][CH:81]=4)[CH:76]=[CH:75][CH:74]=3)[CH2:72][CH2:71][CH2:70][CH2:69]2)[N:53]=1)=[O:51])(C(C)(C)C)(C)C>>[CH:84]1([CH2:83][N:49]([CH2:48][CH2:47][OH:46])[C:50]([C:52]2[C:57]([O:58][CH2:59][C:60]3[CH:65]=[CH:64][CH:63]=[CH:62][CH:61]=3)=[C:56]([OH:66])[N:55]=[C:54]([CH2:67][C:68]3([C:73]4[C:82]5[C:77](=[CH:78][CH:79]=[CH:80][CH:81]=5)[CH:76]=[CH:75][CH:74]=4)[CH2:69][CH2:70][CH2:71][CH2:72]3)[N:53]=2)=[O:51])[CH2:86][CH2:85]1. Reported procedure: This compound was prepared following the same method as described for 5-benzyloxy-6-hydroxy-2-(1-naphthalen-1-yl-cyclopentylmethyl)-pyrimidine-4-carboxylic acid (2-hydroxyethyl)-methyl-amide (351) from 5-benzyloxy-6-hydroxy-2-(1-naphthalen-1-yl-cyclopentylmethyl)-pyrimidine-4-carboxylic acid [2-(tert-butyl-dimethylsilanyloxy)-ethyl]-cyclopropylmethyl-amide (358) (350 mg, 0.53 mmol). The yield was 225 mg, 78% of a white solid. Reactants: ClC(=O)N1[C@H](CN(C[C@H]1C)C(=O)OC(C)(C)C)C (cis 1-chlorocarbonyl-2,6-dimethyl-4-tert-butoxycarbonylpiperazine), FC1=C(CO)C(=CC=C1)F (2,6-difluorobenzyl alcohol). Product: C(C)(C)(C)OC(=O)N1C[C@@H](N([C@@H](C1)C)C(=O)OCC1=C(C=CC=C1F)F)C (2,6-Difluorobenzyl 4-tert-butoxycarbonyl-cis-2,6-dimethylpiperazine-1-carboxylate), product. The yield is 65.0%. As a reaction SMILES: Cl[C:2]([N:4]1[C@H:9]([CH3:10])[CH2:8][N:7]([C:11]([O:13][C:14]([CH3:17])([CH3:16])[CH3:15])=[O:12])[CH2:6][C@@H:5]1[CH3:18])=[O:3].[F:19][C:20]1[CH:27]=[CH:26][CH:25]=[C:24]([F:28])[C:21]=1[CH2:22][OH:23]>>[C:14]([O:13][C:11]([N:7]1[CH2:8][C@@H:9]([CH3:10])[N:4]([C:2]([O:23][CH2:22][C:21]2[C:20]([F:19])=[CH:27][CH:26]=[CH:25][C:24]=2[F:28])=[O:3])[C@@H:5]([CH3:18])[CH2:6]1)=[O:12])([CH3:17])([CH3:16])[CH3:15]. Reported procedure: 2,6-Difluorobenzyl 4-tert-butoxycarbonyl-cis-2,6-dimethylpiperazine-1-carboxylate was prepared from cis 1-chlorocarbonyl-2,6-dimethyl-4-tert-butoxycarbonylpiperazine and 2,6-difluorobenzyl alcohol according to the method described for Example 54 to give the product as a colourless gum (0.251 g, 65%); Rf (Silica, isopropyl ether) 0.35; δH (400 MHz, CDCl3) 7.29 (1H, m), 6.90 (2H, m), 5.23 (2H, s), 4.16 (2H, m), 3.92 (2H, br), 2.95 (2H, br), 1.47 (9H, s), 1.21 (6H, d, J 6.8 Hz). Reactants: C(CCC)[Li] (n-Butyllithium), COC1=CC=CC=2C=COC21 (7-methoxybenzofuran), O1CC(CC1)=O (tetrahydrofuran-3 -one). Run in O1CCCC1 (tetrahydrofuran), O1CCCC1 (tetrahydrofuran). Reaction conditions: temperature -78 celsius, time 15 minute. Yields the product COC1=CC=CC=2C=C(OC21)C2(COCC2)O (3-(7-Methoxybenzofuran-2-yl)-tetrahydrofuran-3-ol). Isolated yield 27.0%. RXN SMILES: C([Li])CCC.[CH3:6][O:7][C:8]1[C:16]2[O:15][CH:14]=[CH:13][C:12]=2[CH:11]=[CH:10][CH:9]=1.[O:17]1[CH2:21][CH2:20][C:19](=[O:22])[CH2:18]1>O1CCCC1>[CH3:6][O:7][C:8]1[C:16]2[O:15][C:14]([C:19]3([OH:22])[CH2:20][CH2:21][O:17][CH2:18]3)=[CH:13][C:12]=2[CH:11]=[CH:10][CH:9]=1. Procedure details: Methyl sulfoxide (1.16 ml) was added dropwise to a stirred solution of oxalyl chloride (0.71 ml) in dry dichloromethane (15 ml) at −60° C. under an inert atmosphere. After stirring at this temperature for 30 minutes a solution of 3-hydroxytetrahydrofuran (0.55 ml) in dry dichloromethane was added carefully. After a further 30 minutes triethylamine was added dropwise and the reaction allowed to warm to room temperature. The reaction was poured onto water (40 ml) and extracted with dichloromethane... Reactants: resultant solution, CN(CCN)C (N,N-dimethylethylenediamine), C(C)(C)(C)C1=C(O)C=CC(=C1)O (t-butylhydroquinone), C(=C)C=1OC(C(N1)(C)C)=O (2-vinyl-4,4-dimethyl-5-oxazolone), O1C(NC=C1)=O (oxazolone). Run in C1=CC=CC=C1 (benzene), C1=CC=CC=C1 (benzene). Conditions: time 2 hour. Yields the product CN(CCNC(C(C)(NC(C=C)=O)C)=O)C (N-(N',N'-dimethyl-β-aminoethyl)-2-methyl-2-acrylamidopropanoic acid amide). RXN SMILES: [CH3:1][N:2]([CH3:6])[CH2:3][CH2:4][NH2:5].[CH:7]([C:9]1[O:10][C:11](=[O:16])[C:12]([CH3:15])([CH3:14])[N:13]=1)=[CH2:8].O1C=CNC1=O.C(C1C=C(O)C=CC=1O)(C)(C)C>C1C=CC=CC=1>[CH3:1][N:2]([CH3:6])[CH2:3][CH2:4][NH:5][C:11](=[O:16])[C:12]([CH3:15])([NH:13][C:9](=[O:10])[CH:7]=[CH2:8])[CH3:14]. Procedure details: A solution of 100 g. of N,N-dimethylethylenediamine in 40 cc. of benzene was added dropwise to a stirring solution of 16.4 g. of 2-vinyl-4,4-dimethyl-5-oxazolone in 50 cc. of benzene. The oxazolone solution contained a few milligrams of t-butylhydroquinone as a polymerization inhibitor. An external water bath was used to maintain the resultant solution at about 25° C. The solution was stirred about 2 hours, filtered through Celite, and evaporated. The residue after evaporation was triturated wit... Reactants: C12CCCC(CCC1)B2 (9-borabicyclo[3,3,1]nonane), C(C=C)O[C@@H]1[C@H](OCC2=CC=CC=C2)[C@@H](OCC2=CC=CC=C2)[C@H](OCC2=CC=CC=C2)[C@H](O1)COS(=O)(=O)C1=CC=C(C)C=C1 (1-O-allyl-2,3,4-tri-O-benzyl-6-O-tosyl-α-D-glucopyranose), [OH-].[Na+] (sodium hydroxide), OO (hydrogen peroxide). The solvent is O (water), O1CCCC1 (tetrahydrofuran), O1CCCC1 (tetrahydrofuran). Reaction conditions: time 10 hour. The product is C(C1=CC=CC=C1)O[C@H]1[C@H](O[C@@H]([C@H]([C@@H]1OCC1=CC=CC=C1)OCC1=CC=CC=C1)COS(=O)(=O)C1=CC=C(C)C=C1)OCCCO (1-O-(2,3,4-tri-O-benzyl-6-O-tosyl-α-D-glucopyranosyl)-propane-1,3-diol). As a reaction SMILES: [CH2:1]([O:4][C@H:5]1[O:34][C@H:33]([CH2:35][O:36][S:37]([C:40]2[CH:46]=[CH:45][C:43]([CH3:44])=[CH:42][CH:41]=2)(=[O:39])=[O:38])[C@@H:24]([O:25][CH2:26][C:27]2[CH:32]=[CH:31][CH:30]=[CH:29][CH:28]=2)[C@H:15]([O:16][CH2:17][C:18]2[CH:23]=[CH:22][CH:21]=[CH:20][CH:19]=2)[C@H:6]1[O:7][CH2:8][C:9]1[CH:14]=[CH:13][CH:12]=[CH:11][CH:10]=1)[CH:2]=[CH2:3].C12BC(CCC1)CCC2.[OH-:56].[Na+].OO>O1CCCC1.O>[CH2:8]([O:7][C@@H:6]1[C@@H:15]([O:16][CH2:17][C:18]2[CH:19]=[CH:20][CH:21]=[CH:22][CH:23]=2)[C@H:24]([O:25][CH2:26][C:27]2[CH:32]=[CH:31][CH:30]=[CH:29][CH:28]=2)[C@@H:33]([CH2:35][O:36][S:37]([C:40]2[CH:46]=[CH:45][C:43]([CH3:44])=[CH:42][CH:41]=2)(=[O:39])=[O:38])[O:34][C@@H:5]1[O:4][CH2:1][CH2:2][CH2:3][OH:56])[C:9]1[CH:14]=[CH:13][CH:12]=[CH:11][CH:10]=1 |f:2.3|. Procedure: To a solution of the compound (5) (29.0 g, 45.0 mmol) in anhydrous tetrahydrofuran (THF, 150 ml), added was a solution of 0.5 M 9-borabicyclo[3,3,1]nonane (9-BBN) in tetrahydrofuran (180 ml, 90.0 mmol) at 0° C. in an argon atmosphere. After a lapse of 1 hour, the reaction liquid was returned to room temperature, and continuously stirred for 10 hours. The reaction liquid was cooled again to 0° C., to which water (20 ml) was added firstly, and then 3 M sodium hydroxide solution (70 ml) and 35% hyd...